This data is from the Open Reaction Database (ORD), a public repository of structured organic reaction records. The task is: describe an organic reaction: reactants, conditions, products, and yield The reactants are N#Cc1ccc(C[P+](c2ccccc2)(c2ccccc2)c2ccccc2)cc1, [Cl-], [H-], [Na+], CN(C)C=O, O, O=Cc1ccc(OCc2ccc3ccccc3n2)cc1. Yields the product N#Cc1ccc(C=Cc2ccc(OCc3ccc4ccccc4n3)cc2)cc1. As a reaction SMILES: [C:2](#[N:3])[c:4]1[cH:5][cH:6][c:7]([CH2:8][P+:9]([c:10]2[cH:11][cH:12][cH:13][cH:14][cH:15]2)([c:16]2[cH:17][cH:18][cH:19][cH:20][cH:21]2)[c:22]2[cH:23][cH:24][cH:25][cH:26][cH:27]2)[cH:28][cH:29]1.[Cl-:1].[H-:31].[Na+:30].[O:53]=[CH:54][N:55]([CH3:56])[CH3:57].[OH2:52].[n:32]1[c:33]([CH2:42][O:43][c:44]2[cH:45][cH:46][c:47]([CH:48]=[O:49])[cH:50][cH:51]2)[cH:34][cH:35][c:36]2[cH:37][cH:38][cH:39][cH:40][c:41]12>>[C:2](#[N:3])[c:4]1[cH:5][cH:6][c:7]([CH:8]=[CH:48][c:47]2[cH:46][cH:45][c:44]([O:43][CH2:42][c:33]3[n:32][c:41]4[c:36]([cH:35][cH:34]3)[cH:37][cH:38][cH:39][cH:40]4)[cH:51][cH:50]2)[cH:28][cH:29]1.